The task is: describe an organic reaction: reactants, conditions, products, and yield. This data is from the Open Reaction Database (ORD), a public repository of structured organic reaction records. The reactants are B.O1CCCC1 (Borane tetrahydrofuran), C(C1=CC=CC=C1)OCC[C@H](N)C(=O)O (O-benzyl-L-homoserine). The solvent is O1CCCC1 (tetrahydrofuran). Reaction conditions: time 72 hour. The product is N[C@H](CO)CCOCC1=CC=CC=C1 ((S)-2-amino-4-benzyloxy-butan-1-ol). Isolated yield 106.7%. Reaction SMILES: B.O1CCCC1.[CH2:7]([O:14][CH2:15][CH2:16][C@@H:17]([C:19](O)=[O:20])[NH2:18])[C:8]1[CH:13]=[CH:12][CH:11]=[CH:10][CH:9]=1>O1CCCC1>[NH2:18][C@@H:17]([CH2:16][CH2:15][O:14][CH2:7][C:8]1[CH:13]=[CH:12][CH:11]=[CH:10][CH:9]=1)[CH2:19][OH:20] |f:0.1|. Procedure: Borane-tetrahydrofuran complex (1 M in tetrahydrofuran, 60 mL, 60 mmol) was added at 0° C. to a suspension of O-benzyl-L-homoserine (5.06 g, 24.1 mmol) in tetrahydrofuran (100 mL). The ice bath was removed, and the reaction mixture was stirred for 72 h at room temperature, then the reaction was stopped by careful addition of methanol (40 mL). After evaporation of volatile material, the residue was taken up in 5% methanolic sulfuric acid solution (50 mL). The solution was heated at reflux for 2 h... RXN SMILES: [Br:12][c:13]1[cH:14][n:15][cH:16][cH:17][cH:18]1.[CH2:7]([Li:8])[CH2:9][CH2:10][CH3:11].[CH3:1][CH2:2][CH2:3][CH2:4][CH2:5][CH3:6].[OH2:32].[c:19]1([C:27](=[O:28])[CH:29]([CH3:30])[CH3:31])[cH:20][c:21]([CH3:26])[c:22]([CH3:25])[cH:23][cH:24]1>>[c:13]1([C:27]([c:19]2[cH:20][c:21]([CH3:26])[c:22]([CH3:25])[cH:23][cH:24]2)([OH:28])[CH:29]([CH3:30])[CH3:31])[cH:14][n:15][cH:16][cH:17][cH:18]1. Starting materials: Brc1cccnc1, [Li]CCCC, CCCCCC, O, Cc1ccc(C(=O)C(C)C)cc1C. Yields the product Cc1ccc(C(O)(c2cccnc2)C(C)C)cc1C. The reactants are ClC=1C=C2C(C(NC2=CC1)=O)=O (5-chloroisatin), [N+](=O)([O-])C (nitromethane). The solvent is O (water). Run at temperature 30 celsius, time 24 hour. Product: ClC=1C=C2C(C(NC2=CC1)=O)(C[N+](=O)[O-])O (5-chloro-3-hydroxy-3-(nitromethyl)indolin-2-one). RXN SMILES: [Cl:1][C:2]1[CH:3]=[C:4]2[C:8](=[CH:9][CH:10]=1)[NH:7][C:6](=[O:11])[C:5]2=[O:12].[N+:13]([CH3:16])([O-:15])=[O:14]>O>[Cl:1][C:2]1[CH:3]=[C:4]2[C:8](=[CH:9][CH:10]=1)[NH:7][C:6](=[O:11])[C:5]2([OH:12])[CH2:16][N+:13]([O-:15])=[O:14]. Procedure: 5-chloroisatin (0.09 g) and nitromethane (0.1 ml) were added to water and the reaction mixture was vigorously stirred at a temperature of 30° C. for 24 hours. The obtained product was extracted with ethyl acetate and purified by silica gel column chromatography using ethyl acetate/hexane as eluents to afford pure product. The reactants are FC(C1=CC(=NC=2N1N=CC2C(=O)O)C2=CC(=C(C=C2)C(F)(F)F)C)F (7-difluoromethyl-5-(3-methyl-4-trifluoromethyl-phenyl)-pyrazolo[1,5-a]pyrimidine-3-carboxylic acid), NC=1C=C(C=CC1)S(=O)(=O)NC1CC1 (3-amino-N-cyclopropyl-benzenesulfonamide). Product: C1(CC1)NS(=O)(=O)C=1C=C(C=CC1)NC(=O)C=1C=NN2C1N=C(C=C2C(F)F)C2=CC(=C(C=C2)C(F)(F)F)C (7-Difluoromethyl-5-(3-methyl-4-trifluoromethyl-phenyl)-pyrazolo[1,5-a]pyrimidine-3-carboxylic acid(3-cyclopropylsulfamoyl-phenyl)-amide). RXN SMILES: [F:1][CH:2]([F:26])[C:3]1[N:8]2[N:9]=[CH:10][C:11]([C:12](O)=[O:13])=[C:7]2[N:6]=[C:5]([C:15]2[CH:20]=[CH:19][C:18]([C:21]([F:24])([F:23])[F:22])=[C:17]([CH3:25])[CH:16]=2)[CH:4]=1.[NH2:27][C:28]1[CH:29]=[C:30]([S:34]([NH:37][CH:38]2[CH2:40][CH2:39]2)(=[O:36])=[O:35])[CH:31]=[CH:32][CH:33]=1>>[CH:38]1([NH:37][S:34]([C:30]2[CH:29]=[C:28]([NH:27][C:12]([C:11]3[CH:10]=[N:9][N:8]4[C:3]([CH:2]([F:1])[F:26])=[CH:4][C:5]([C:15]5[CH:20]=[CH:19][C:18]([C:21]([F:23])([F:24])[F:22])=[C:17]([CH3:25])[CH:16]=5)=[N:6][C:7]=34)=[O:13])[CH:33]=[CH:32][CH:31]=2)(=[O:36])=[O:35])[CH2:40][CH2:39]1. Reported procedure: The title compound was prepared from 7-difluoromethyl-5-(3-methyl-4-trifluoromethyl-phenyl)-pyrazolo[1,5-a]pyrimidine-3-carboxylic acid (example C.5) and 3-amino-N-cyclopropyl-benzenesulfonamide [CAS 459434-39-0] according to general procedure II. Light yellow solid. MS (ISP) 564.2 [(M−H)−]; mp 199° C. Reactants: C#CC(=O)OCC, CC(=O)O, CC(C)NC(C)C, CC(C)Oc1cc(C=O)c([N+](=O)[O-])cc1OC(C)C, [Li]CCCC, C1CCOC1, O. Product: CCOC(=O)C#CC(O)c1cc(OC(C)C)c(OC(C)C)cc1[N+](=O)[O-]. Reaction SMILES: [CH3:13][CH2:14][O:15][C:16](=[O:17])[C:18]#[CH:19].[CH3:39][C:40](=[O:41])[OH:42].[CH:1]([NH:2][CH:3]([CH3:4])[CH3:5])([CH3:6])[CH3:7].[CH:20]([CH3:21])([CH3:22])[O:23][c:24]1[cH:25][c:26]([N+:36](=[O:37])[O-:38])[c:27]([CH:28]=[O:29])[cH:30][c:31]1[O:32][CH:33]([CH3:34])[CH3:35].[Li:8][CH2:9][CH2:10][CH2:11][CH3:12].[O:43]1[CH2:44][CH2:45][CH2:46][CH2:47]1.[OH2:48]>>[CH3:13][CH2:14][O:15][C:16](=[O:17])[C:18]#[C:19][CH:28]([c:27]1[c:26]([N+:36](=[O:37])[O-:38])[cH:25][c:24]([O:23][CH:20]([CH3:21])[CH3:22])[c:31]([O:32][CH:33]([CH3:34])[CH3:35])[cH:30]1)[OH:29].